From a dataset of the Open Reaction Database (ORD), a public repository of structured organic reaction records. describe an organic reaction: reactants, conditions, products, and yield Starting materials: ClC1=CC(=C(C=C1C(C)C)S)C(C)C (4-chloro-2,5-diisopropylbenzenethiol), BrC1=CC(=C(C=C1C(C)C)S)C(C)C (4-bromo-2,5-diisopropylbenzenethiol). Reaction SMILES: [Cl:1][C:2]1[C:7]([CH:8]([CH3:10])[CH3:9])=[CH:6][C:5]([SH:11])=[C:4]([CH:12]([CH3:14])[CH3:13])[CH:3]=1.Br[C:16]1C(C(C)C)=CC(S)=C(C(C)C)C=1>>[CH3:16][S:11][C:5]1[CH:6]=[C:7]([CH:8]([CH3:9])[CH3:10])[C:2]([Cl:1])=[CH:3][C:4]=1[CH:12]([CH3:14])[CH3:13]. Reported procedure: 4-Chloro-2,5-diisopropylphenyl methyl sulfide was prepared using the procedure of Example 1C except that 4-chloro-2,5-diisopropylbenzenethiol was substituted for the 4-bromo-2,5-diisopropylbenzenethiol. The resulting product had a boiling point of 88°C at 0.35 mm Hg. Yields the product CSC1=C(C=C(C(=C1)C(C)C)Cl)C(C)C (4-Chloro-2,5-diisopropylphenyl methyl sulfide). Reactants: BrCC1=CC=C(C(=O)O)C=C1 (4-(bromomethyl)benzoic acid), [S-]C1=CC=CC=C1.[Na+] (sodium thiophenoxide), Cl (hydrochloric acid). The solvent is C(C)O (ethanol). Reaction conditions: time 1.5 hour. Yields the product C1(=CC=CC=C1)SCC1=CC=C(C(=O)O)C=C1 (4-Phenylsulfanylmethyl-benzoic acid). The yield is 88.0%. As a reaction SMILES: Br[CH2:2][C:3]1[CH:11]=[CH:10][C:6]([C:7]([OH:9])=[O:8])=[CH:5][CH:4]=1.[S-:12][C:13]1[CH:18]=[CH:17][CH:16]=[CH:15][CH:14]=1.[Na+].Cl>C(O)C>[C:13]1([S:12][CH2:2][C:3]2[CH:11]=[CH:10][C:6]([C:7]([OH:9])=[O:8])=[CH:5][CH:4]=2)[CH:18]=[CH:17][CH:16]=[CH:15][CH:14]=1 |f:1.2|. Procedure: A mixture of 4-(bromomethyl)benzoic acid (10 g, 46.5 mmol), sodium thiophenoxide (6.15 g, 46.5 mmol), and ethanol (100 mL) was stirred for 1.5 hours under reflux. This mixture was cooled to room temperature and acidified with 1 N hydrochloric acid. The precipitate thus produced was collected, dissolved in ethyl acetate, and washed with water. The organic layer was concentrated under a reduced pressure to obtain the title compound (10 g). The title compound was used in the following reaction with... Reactants: C(CCC)C1=CC=CC(N1CC1=CC=C(C=C1)[N+](=O)[O-])=O (6-butyl-1-p-nitrobenzyl-1,2-dihydro-2-oxopyridine). Reagents/catalysts: [Ni] (Ni). Run in CO (methanol). Product: NC1=CC=C(CN2C(C=CC=C2CCCC)=O)C=C1 (1-p-aminobenzyl-6-butyl-1,2-dihydro-2-oxopyridine). RXN SMILES: [CH2:1]([C:5]1[N:10]([CH2:11][C:12]2[CH:17]=[CH:16][C:15]([N+:18]([O-])=O)=[CH:14][CH:13]=2)[C:9](=[O:21])[CH:8]=[CH:7][CH:6]=1)[CH2:2][CH2:3][CH3:4]>CO.[Ni]>[NH2:18][C:15]1[CH:14]=[CH:13][C:12]([CH2:11][N:10]2[C:5]([CH2:1][CH2:2][CH2:3][CH3:4])=[CH:6][CH:7]=[CH:8][C:9]2=[O:21])=[CH:17][CH:16]=1. Procedure details: A solution of 1.7 g of 6-butyl-1-p-nitrobenzyl-1,2-dihydro-2-oxopyridine in 50 ml of methanol is hydrogenated on 1.7 g of Raney Ni at 20° until the uptake of H2 has ceased. The mixture is filtered and evaporated to give 1-p-aminobenzyl-6-butyl-1,2-dihydro-2-oxopyridine. Reported procedure: Heated was a mixture of urea 5.84 g (9.72 mmol) and benzylamine 25.0 g (23.3 mmol, 2.4 equivalents) at 150° C.-155° C. for 5 hours attaching with an air cooler. During the heating, observed was the ammonia gas evolution from colorless liquid reaction mixture. By cooling, it turned solidified at around room temperature. Purified was the reaction product by recrystallization from ethanol-benzene (1:1 mixture) to give N,N′-dibenzylurea 14.0 g as white fine needles (59.9% yield). Product: C(C1=CC=CC=C1)NC(=O)NCC1=CC=CC=C1 (N,N′-dibenzylurea), needles. As a reaction SMILES: [NH2:1][C:2]([NH2:4])=[O:3].[CH2:5](N)[C:6]1[CH:11]=[CH:10][CH:9]=[CH:8][CH:7]=1.N>>[CH2:5]([NH:1][C:2]([NH:4][CH2:5][C:6]1[CH:11]=[CH:10][CH:9]=[CH:8][CH:7]=1)=[O:3])[C:6]1[CH:11]=[CH:10][CH:9]=[CH:8][CH:7]=1. Reactants: N (ammonia), NC(=O)N (urea), C(C1=CC=CC=C1)N (benzylamine). Isolated yield 59.9%.